Dataset: the Open Reaction Database (ORD), a public repository of structured organic reaction records. Task: describe an organic reaction: reactants, conditions, products, and yield Reactants: C(C)(C)(C)OC(=O)N1CCC(CC1)OC1=CC=C(C=C1)C(C)=O (4-(4-Acetylphenoxy)piperidine-1-carboxylic acid tert-butyl ester), CON=C1CCC2=CC(=CC=C12)C=O (1-Methoxyiminoindan-5-carbaldehyde). The product is C(C)(C)(C)OC(=O)N1CCC(CC1)OC1=CC=C(C=C1)C(\C=C\C=1C=C2CCC(C2=CC1)=NOC)=O (4-{4-[(E)-3-(1-Methoxyimino-indan-5-yl)allanoyl]phenoxy}piperidine-1-carboxylic acid tert-butyl ester). Isolated yield 75.0%. RXN SMILES: [C:1]([O:5][C:6]([N:8]1[CH2:13][CH2:12][CH:11]([O:14][C:15]2[CH:20]=[CH:19][C:18]([C:21](=[O:23])[CH3:22])=[CH:17][CH:16]=2)[CH2:10][CH2:9]1)=[O:7])([CH3:4])([CH3:3])[CH3:2].[CH3:24][O:25][N:26]=[C:27]1[C:35]2[C:30](=[CH:31][C:32]([CH:36]=O)=[CH:33][CH:34]=2)[CH2:29][CH2:28]1>>[C:1]([O:5][C:6]([N:8]1[CH2:9][CH2:10][CH:11]([O:14][C:15]2[CH:20]=[CH:19][C:18]([C:21](=[O:23])/[CH:22]=[CH:36]/[C:32]3[CH:31]=[C:30]4[C:35](=[CH:34][CH:33]=3)[C:27](=[N:26][O:25][CH3:24])[CH2:28][CH2:29]4)=[CH:17][CH:16]=2)[CH2:12][CH2:13]1)=[O:7])([CH3:4])([CH3:2])[CH3:3]. Procedure: The title compound (0.9 g, 75%) was prepared from the product of Step 1 and the product of Example 1 Step 2 using the method of Example 2 Step 1. 1H NMR (CDCl3) 8.03 (2H, d, J 8.8 Hz), 7.80 (1H, d, J 15.6 Hz), 7.72 (1H, d, J 8.4 Hz), 7.56 (3H, m), 6.98 (2H, d J 8.8 Hz), 4.6 (1H, m), 4.01 (3H, s), 3.70 (2H, m), 3.35 (2H, m), 3.07 (2H, m), 2.92 (2H, m), 1.95 (2H, m), 1.80 (2H,m), 1.47 (9H, s).